This data is from the Open Reaction Database (ORD), a public repository of structured organic reaction records. The task is: describe an organic reaction: reactants, conditions, products, and yield The reactants are [N+](#[C-])C(C)(C)C (2-isocyano-2-methylpropane), BrC=1C(=NC=C(C1)Cl)N (3-bromo-5-chloropyridin-2-amine), ClC=1C=C(C=O)C=CC1 (3-chlorobenzaldehyde), O.C1(=CC=C(C=C1)S(=O)(=O)O)C (p-toluenesulfonic acid monohydrate). Procedure: 3-bromo-5-chloropyridin-2-amine (200 mg, 964 μmol, Eq: 1.00), 3-chlorobenzaldehyde (142 mg, 115 μl, 1.01 mmol, Eq: 1.05) and p-toluenesulfonic acid monohydrate (55.0 mg, 289 μmol, Eq: 0.3) were dissolved in MeOH (1.5 mL) and the intensive yellow solution was stirred for 5 min. To this yellow solution was added dropwise 2-isocyano-2-methylpropane (80.1 mg, 110 μL, 964 μmol, Eq: 1.00) and the corresponding yellow solution was stirred for 3 h. The solvent was removed and the oily residue was treate... RXN SMILES: [Br:1][C:2]1[C:3]([NH2:9])=[N:4][CH:5]=[C:6]([Cl:8])[CH:7]=1.[Cl:10][C:11]1[CH:12]=[C:13]([CH:16]=[CH:17][CH:18]=1)[CH:14]=O.O.C1(C)C=CC(S(O)(=O)=O)=CC=1.[N+:31]([C:33]([CH3:36])([CH3:35])[CH3:34])#[C-:32]>CO>[Br:1][C:2]1[C:3]2[N:4]([C:32]([NH:31][C:33]([CH3:36])([CH3:35])[CH3:34])=[C:14]([C:13]3[CH:16]=[CH:17][CH:18]=[C:11]([Cl:10])[CH:12]=3)[N:9]=2)[CH:5]=[C:6]([Cl:8])[CH:7]=1 |f:2.3|. The yield is 12.1%. Conditions: time 5 minute. The solvent is CO (MeOH). The product is BrC=1C=2N(C=C(C1)Cl)C(=C(N2)C2=CC(=CC=C2)Cl)NC(C)(C)C ([8-Bromo-6-chloro-2-(3-chloro-phenyl)-imidazo[1,2-a]pyridin-3-yl]-tert-butyl-amine). The reactants are COC(=O)C=1C2=C(N(N1)C1=C(C=C(C=C1)F)F)CC1C2C1 (1-(2,4-difluoro-phenyl)-3b,4,4a,5-tetrahydro-1H-cyclopropa[3,4]cyclopenta[1,2-c]pyrazole-3-carboxylic acid methyl ester), Cl.FC1=C(C=CC(=C1)F)NN ((2,4-Difluorophenyl)hydrazine hydrochloride), aqueous solution, C12CC(CC2C1)=O (bicyclo[3.1.0]hexan-3-one), C(C(=O)OCC)(=O)OCC (diethyl oxalate), CC(C)([O-])C.[K+] (potassium tert-butoxide), Cl (hydrogen chloride). The solvent is C(C)O (ethanol), C1CCOC1 (THF), [Cl-].[Na+].O (Brine). Reaction conditions: temperature 40 celsius, time 18 hour. The product is C(C)OC(=O)C=1C2=C(N(N1)C1=C(C=C(C=C1)F)F)CC1C2C1 (1-(2,4-Difluoro-phenyl)-3b,4,4a,5-tetrahydro-1H-cyclopropa[3,4]cyclopenta[1,2-c]pyrazole-3-carboxylic Acid Ethyl Ester). Isolated yield 712.2%. RXN SMILES: C12CC1CC(=O)C2.[C:8]([O:15][CH2:16][CH3:17])(=[O:14])[C:9](OCC)=O.CC(C)([O-])C.[K+].Cl.FC1C=C(F)C=CC=1NN.Cl.COC(C1[C:41]2[CH:55]3[CH2:56][CH:54]3[CH2:53][C:42]=2[N:43]([C:45]2[CH:50]=[CH:49][C:48]([F:51])=[CH:47][C:46]=2[F:52])[N:44]=1)=O>C(O)C.[Cl-].[Na+].O.C1COCC1>[CH2:16]([O:15][C:8]([C:9]1[C:41]2[CH:55]3[CH2:56][CH:54]3[CH2:53][C:42]=2[N:43]([C:45]2[CH:50]=[CH:49][C:48]([F:51])=[CH:47][C:46]=2[F:52])[N:44]=1)=[O:14])[CH3:17] |f:2.3,4.5,9.10.11|. Reported procedure: To a solution of bicyclo[3.1.0]hexan-3-one (0.30 g, 3.12 mmol) and diethyl oxalate (0.433 mL, 3.20 mmol) in denatured absolute ethanol (10 mL) was added a 1.0 M THF solution of potassium tert-butoxide (3.28 mL, 3.28 mmol). The resulting yellow solution was stirred at 20° C. for 2 h. (2,4-Difluorophenyl)hydrazine hydrochloride (0.564 g, 3.12 mmol) was added followed by a 3.0 M aqueous solution of hydrogen chloride (3.12 mL, 9.36 mmol). The reaction was stirred at 40° C., for 18 h. Brine (100 mL) ... The reactants are [Li] (lithium), [OH-] (hydroxide), O=C1C2=C(OCC3=C1C=CC=C3)C=CC(=C2)CC(=O)OC (methyl 11-oxo-6,11-dihydrodibenz[b,e]oxepin-2-acetate), O (water). The solvent is O1CCCC1 (tetrahydrofuran). Run at time 1 hour. Product: OC1C2=C(OCC3=C1C=CC=C3)C=CC(=C2)CCO (11-Hydroxy-2-(2-hydroxyethyl)-6,11-dihydrodibenz [b,e]oxepin). Isolated yield 97.5%. RXN SMILES: [Li].[OH-].O.[O:4]=[C:5]1[C:11]2[CH:12]=[CH:13][CH:14]=[CH:15][C:10]=2[CH2:9][O:8][C:7]2[CH:16]=[CH:17][C:18]([CH2:20][C:21](OC)=[O:22])=[CH:19][C:6]1=2>O1CCCC1>[OH:4][CH:5]1[C:11]2[CH:12]=[CH:13][CH:14]=[CH:15][C:10]=2[CH2:9][O:8][C:7]2[CH:16]=[CH:17][C:18]([CH2:20][CH2:21][OH:22])=[CH:19][C:6]1=2 |^1:0|. Procedure: In this process, 20 g of methyl 11-oxo-6,11-dihydrodibenz[b,e]oxepin-2-acetate is dissolved in 500 ml of tetrahydrofuran. To the solution is added 6.0 g of lithium alminium hydroxide and the mixture is stirred at room temperature for one hour. After decomposing an excess of the reagent by the addition of water to the solution, the mixture is filtered to remove an inorganic salts and the filtrate is concentrated to dryness under reduced pressure to obtain 17.7 g of the desired product as a white ... Reactants: CCOC(C)=O, N#Cc1csc([N+](=O)[O-])c1-c1cscn1, O, O, Cl[Sn]Cl. The product is N#Cc1csc(N)c1-c1cscn1. Reaction SMILES: [CH3:21][CH2:22][O:23][C:24](=[O:25])[CH3:26].[N+:1]([O-:2])(=[O:3])[c:4]1[c:5](-[c:11]2[n:12][cH:13][s:14][cH:15]2)[c:6]([C:9]#[N:10])[cH:7][s:8]1.[OH2:16].[OH2:17].[Sn:18]([Cl:19])[Cl:20]>>[NH2:1][c:4]1[c:5](-[c:11]2[n:12][cH:13][s:14][cH:15]2)[c:6]([C:9]#[N:10])[cH:7][s:8]1.